This data is from the Open Reaction Database (ORD), a public repository of structured organic reaction records. The task is: describe an organic reaction: reactants, conditions, products, and yield Reactants: C(C(=O)OCC)(=O)OCC (Diethyl oxalate), ClC1=C2C=C(C(=NC2=CC=C1)N)C(=O)N (5-chloro-2-aminoquinoline-3carboxamide). Run in CCCCCC (hexane). Yields the product ClC1=C2C=C3C(=NC2=CC=C1)N=C(NC3=O)C(=O)OCC (Ethyl 6-Chloropyrimido[4,5-b]quinolin-4(3H)-One-2-Carboxylate). RXN SMILES: [C:1]([O:8][CH2:9][CH3:10])(=[O:7])[C:2](OCC)=O.[Cl:11][C:12]1[CH:21]=[CH:20][CH:19]=[C:18]2[C:13]=1[CH:14]=[C:15]([C:23]([NH2:25])=[O:24])[C:16]([NH2:22])=[N:17]2>CCCCCC>[Cl:11][C:12]1[CH:21]=[CH:20][CH:19]=[C:18]2[C:13]=1[CH:14]=[C:15]1[C:23](=[O:24])[NH:25][C:2]([C:1]([O:8][CH2:9][CH3:10])=[O:7])=[N:22][C:16]1=[N:17]2. Procedure: Diethyl oxalate (350 ml.) and 5-chloro-2-aminoquinoline-3carboxamide (5.9 g., 0.0267 mole) are heated together at 170° C. for four hours. By-product water and ethanol are distilled from the reaction mixture. The dark reaction mixture is cooled, treated with hexane (300 ml.) and filtered. The brown solid is dissolved in methylene chloride:ethanol (1:1), decolorized with charcoal and concentrated to give a tan solid. The solid is recrystallized from methylene chloride-hexane. It is purified furthe... The reactants are CCOC(=O)c1cc(CO)cc(C(=O)O)c1, CCCNC, CCN=C=NCCCN(C)C, ClCCl, Cl, CN(C)C=O. Yields the product CCCN(C)C(=O)c1cc(CO)cc(C(=O)OCC)c1. As a reaction SMILES: [CH2:1]([CH3:2])[O:3][C:4]([c:5]1[cH:6][c:7]([C:8](=[O:9])[OH:10])[cH:11][c:12]([CH2:14][OH:15])[cH:13]1)=[O:16].[CH3:17][NH:18][CH2:19][CH2:20][CH3:21].[CH3:23][N:24]([CH3:25])[CH2:26][CH2:27][CH2:28][N:29]=[C:30]=[N:31][CH2:32][CH3:33].[Cl:34][CH2:35][Cl:36].[ClH:22].[O:37]=[CH:38][N:39]([CH3:40])[CH3:41]>>[CH2:1]([CH3:2])[O:3][C:4]([c:5]1[cH:6][c:7]([C:8](=[O:10])[N:18]([CH3:17])[CH2:19][CH2:20][CH3:21])[cH:11][c:12]([CH2:14][OH:15])[cH:13]1)=[O:16]. The reactants are CC(C)(C)OC(=O)N1CCN(CCNc2ccnc3oc(-c4ccc(O)cc4)c(-c4ccccc4)c23)CC1, O=C([O-])[O-], CC(C)N(CCCl)C(C)C, Cl, [Cs+], [Cs+], CN(C)C=O. The product is CC(C)N(CCOc1ccc(-c2oc3nccc(NCCN4CCN(C(=O)OC(C)(C)C)CC4)c3c2-c2ccccc2)cc1)C(C)C. Reaction SMILES: [C:1]([CH3:2])([CH3:3])([CH3:4])[O:5][C:6](=[O:7])[N:8]1[CH2:9][CH2:10][N:11]([CH2:14][CH2:15][NH:16][c:17]2[c:18]3[c:19]([n:20][cH:21][cH:22]2)[o:23][c:24](-[c:32]2[cH:33][cH:34][c:35]([OH:38])[cH:36][cH:37]2)[c:25]3-[c:26]2[cH:27][cH:28][cH:29][cH:30][cH:31]2)[CH2:12][CH2:13]1.[C:50](=[O:51])([O-:52])[O-:53].[CH:40]([CH3:41])([CH3:42])[N:43]([CH2:44][CH2:45][Cl:46])[CH:47]([CH3:48])[CH3:49].[ClH:39].[Cs+:54].[Cs+:55].[O:56]=[CH:57][N:58]([CH3:59])[CH3:60]>>[C:1]([CH3:2])([CH3:3])([CH3:4])[O:5][C:6](=[O:7])[N:8]1[CH2:9][CH2:10][N:11]([CH2:14][CH2:15][NH:16][c:17]2[c:18]3[c:19]([n:20][cH:21][cH:22]2)[o:23][c:24](-[c:32]2[cH:33][cH:34][c:35]([O:38][CH2:45][CH2:44][N:43]([CH:40]([CH3:41])[CH3:42])[CH:47]([CH3:48])[CH3:49])[cH:36][cH:37]2)[c:25]3-[c:26]2[cH:27][cH:28][cH:29][cH:30][cH:31]2)[CH2:12][CH2:13]1. Reactants: ClC(Cl)Cl, O=C(CCl)Nc1cccc(C(=O)O)c1, O=S(Cl)Cl, c1ccncc1. Yields the product O=C(CCl)Nc1cccc(C(=O)Cl)c1. As a reaction SMILES: [CH:5]([Cl:6])([Cl:7])[Cl:8].[Cl:9][CH2:10][C:11](=[O:12])[NH:13][c:14]1[cH:15][c:16]([C:17](=[O:18])[OH:19])[cH:20][cH:21][cH:22]1.[S:1]([Cl:2])([Cl:3])=[O:4].[cH:23]1[cH:24][cH:25][n:26][cH:27][cH:28]1>>[Cl:6][C:17]([c:16]1[cH:15][c:14]([NH:13][C:11]([CH2:10][Cl:9])=[O:12])[cH:22][cH:21][cH:20]1)=[O:18]. Starting materials: C1(CC1)NC(C1=CC(=C(C=C1)C)C=1C=C2C=NN=C(C2=CC1)N1CCC(CC1)=O)=O (N-cyclopropyl-4-methyl-3-(1-(4-oxopiperidin-1-yl)phthalazin-6-yl)benzamide), ketal, C(C)(C)[Mg]Cl (isopropylmagnesium chloride). Solvent: C1CCOC1 (THF). Reaction conditions: temperature -78 celsius. The product is C1(CC1)NC(C1=CC(=C(C=C1)C)C=1C=C2C=NN=C(C2=CC1)N1CCC(CC1)(C(C)C)O)=O (N-cyclopropyl-3-(1-(4-hydroxy-4-isopropylpiperidin-1-yl)phthalazin-6-yl)-4-methylbenzamide). Reaction SMILES: [CH:1]1([NH:4][C:5](=[O:30])[C:6]2[CH:11]=[CH:10][C:9]([CH3:12])=[C:8]([C:13]3[CH:14]=[C:15]4[C:20](=[CH:21][CH:22]=3)[C:19]([N:23]3[CH2:28][CH2:27][C:26](=[O:29])[CH2:25][CH2:24]3)=[N:18][N:17]=[CH:16]4)[CH:7]=2)[CH2:3][CH2:2]1.[CH:31]([Mg]Cl)([CH3:33])[CH3:32]>C1COCC1>[CH:1]1([NH:4][C:5](=[O:30])[C:6]2[CH:11]=[CH:10][C:9]([CH3:12])=[C:8]([C:13]3[CH:14]=[C:15]4[C:20](=[CH:21][CH:22]=3)[C:19]([N:23]3[CH2:24][CH2:25][C:26]([OH:29])([CH:31]([CH3:33])[CH3:32])[CH2:27][CH2:28]3)=[N:18][N:17]=[CH:16]4)[CH:7]=2)[CH2:2][CH2:3]1. Procedure details: A mixture of N-cyclopropyl-4-methyl-3-(1-(4-oxopiperidin-1-yl)phthalazin-6-yl)benzamide (100 mg, 250 μmol) (Method A, followed by deprotection of the ketal) in 5 mL THF was stirred at −78° C. and treated with isopropylmagnesium chloride (250 μl, 499 μmol). The mixture was stirred at −78° C. warming to RT over 4 h. The mixture was quenched with 5 mL sat NH4Cl and extracted with dichloromethane (3×50 mL). The combined organics were dried over anhydrous Na2SO4, concentrated in vacuo and purified by... Reactants: ClC1=CC=NC=2NC(=CC12)C. Reagents/catalysts: N=1C=CC(=CC1C=2N=CC=C(C2)C(C)(C)C)C(C)(C)C, O1B(OC(C)(C)C1(C)C)B2OC(C)(C)C(O2)(C)C, C[OH2+].C[OH2+].C1CC=CCCC=C1.C1CC=CCCC=C1.[Ir].[Ir]. Run in O1CCCC1. Conditions: temperature 80 celsius, time 19 hour. Product: ClC1=C(C=NC=2NC(=CC12)C)B3OC(C)(C)C(O3)(C)C. The yield is 27.0%.